From a dataset of the Open Reaction Database (ORD), a public repository of structured organic reaction records. describe an organic reaction: reactants, conditions, products, and yield Reactants: O (water), C(CO)O (ethylene glycol), S1C=CC2=C1C=CC(=C2)C(C(=O)OCC)C(=O)OCC (diethyl 2-(1-benzothiophen-5-yl)malonate), [OH-].[K+] (potassium hydroxide), O (water). Solvent: C1(=CC=CC=C1)C (toluene). The product is S1C=CC2=C1C=CC(=C2)CC(=O)O (2-(1-benzothiophen-5-yl)acetic acid). Isolated yield 12.2%. RXN SMILES: C(O)CO.[S:5]1[C:9]2[CH:10]=[CH:11][C:12]([CH:14](C(OCC)=O)[C:15]([O:17]CC)=[O:16])=[CH:13][C:8]=2[CH:7]=[CH:6]1.[OH-].[K+].O>C1(C)C=CC=CC=1>[S:5]1[C:9]2[CH:10]=[CH:11][C:12]([CH2:14][C:15]([OH:17])=[O:16])=[CH:13][C:8]=2[CH:7]=[CH:6]1 |f:2.3|. Procedure: To ethylene glycol (11.0 mL) suspension of 0.25 g of diethyl 2-(1-benzothiophen-5-yl)malonate were added 11.0 mL of 40% (w/w) potassium hydroxide aqueous solution and 0.3 mL of water, which was then refluxed for 2 hours. To the reaction mixture were added water and toluene, and the aqueous layer was separated. The pH was adjusted to 2 with 6 mol/L hydrochloric acid, and thereto was added ethyl acetate. The organic layer was separated, and dried over anhydrous magnesium sulfate, followed by disti... Starting materials: CCCCC1=C(Br)C(=CBr)OC1=O, CCCCC1=CC(=C(Br)Br)OC1=O. The product is O=C1C=CC(=C(Br)Br)O1. RXN SMILES: [Br:1][C:2]1=[C:3]([CH2:4][CH2:5][CH2:6][CH3:7])[C:8](=[O:9])[O:10][C:11]1=[CH:12][Br:13].[CH2:14]([CH2:15][CH2:16][CH3:17])[C:18]1=[CH:22][C:21](=[C:23]([Br:24])[Br:25])[O:20][C:19]1=[O:26]>>[CH:18]1=[CH:22][C:21](=[C:23]([Br:24])[Br:25])[O:20][C:19]1=[O:26]. The reactants are COC(CC=1C=C(C(=CC1)OC)C1=C(C=C(C=C1)C(F)(F)F)C=O)=O ((2′-formyl-6-methoxy-4′-trifluoromethyl-biphenyl-3-yl)-acetic acid methyl ester), C1(CCCC1)N (cyclopentylamine), ClC(=O)OCC1=CC=CC=C1 (benzyl chloroformate). Product: C(C1=CC=CC=C1)OC(=O)N(C1CCCC1)CC1=C(C=CC(=C1)C(F)(F)F)C1=CC(=CC=C1OC)CC(=O)O ({2′-[(Benzyloxycarbonyl-cyclopentyl-amino)-methyl]-6-methoxy-4′-trifluoromethyl-biphenyl-3-yl}-acetic acid). RXN SMILES: C[O:2][C:3](=[O:25])[CH2:4][C:5]1[CH:6]=[C:7]([C:13]2[CH:18]=[CH:17][C:16]([C:19]([F:22])([F:21])[F:20])=[CH:15][C:14]=2[CH:23]=O)[C:8]([O:11][CH3:12])=[CH:9][CH:10]=1.[CH:26]1([NH2:31])[CH2:30][CH2:29][CH2:28][CH2:27]1.Cl[C:33]([O:35][CH2:36][C:37]1[CH:42]=[CH:41][CH:40]=[CH:39][CH:38]=1)=[O:34]>>[CH2:36]([O:35][C:33]([N:31]([CH2:23][C:14]1[CH:15]=[C:16]([C:19]([F:22])([F:21])[F:20])[CH:17]=[CH:18][C:13]=1[C:7]1[C:8]([O:11][CH3:12])=[CH:9][CH:10]=[C:5]([CH2:4][C:3]([OH:25])=[O:2])[CH:6]=1)[CH:26]1[CH2:30][CH2:29][CH2:28][CH2:27]1)=[O:34])[C:37]1[CH:42]=[CH:41][CH:40]=[CH:39][CH:38]=1. Procedure: {2′-[(Benzyloxycarbonyl-cyclopentyl-amino)-methyl]-6-methoxy-4′-trifluoromethyl-biphenyl-3-yl}-acetic acid (Compound 1-35) was prepared by following the procedures of Example 1 and using the following starting materials: (2′-formyl-6-methoxy-4′-trifluoromethyl-biphenyl-3-yl)-acetic acid methyl ester, cyclopentylamine, and benzyl chloroformate. Reactants: C(C)(C)(C)OC([C@H](CCC)NC1=C(C=CC=C1)[N+](=O)[O-])=O ((S)-2-(2-Nitro-phenylamino)-pentanoic acid tert-butyl ester). The reagents and catalysts are [Pd] (Pd/C). The solvent is CO (MeOH), CO (MeOH). Conditions: time 2 hour. Yields the product C(C)(C)(C)OC([C@H](CCC)NC1=C(C=CC=C1)N)=O ((S)-2-(2-Amino-phenylamino)-pentanoic acid tert-butyl ester). Yield: 96.1%. As a reaction SMILES: [C:1]([O:5][C:6](=[O:21])[C@@H:7]([NH:11][C:12]1[CH:17]=[CH:16][CH:15]=[CH:14][C:13]=1[N+:18]([O-])=O)[CH2:8][CH2:9][CH3:10])([CH3:4])([CH3:3])[CH3:2]>CO.[Pd]>[C:1]([O:5][C:6](=[O:21])[C@@H:7]([NH:11][C:12]1[CH:17]=[CH:16][CH:15]=[CH:14][C:13]=1[NH2:18])[CH2:8][CH2:9][CH3:10])([CH3:2])([CH3:3])[CH3:4]. Procedure: To a solution of (S)-2-(2-Nitro-phenylamino)-pentanoic acid tert-butyl ester (0.69 g, 2.4 mmol) in MeOH (10 mL) was added a slurry of Pd/C (0.2 g) in MeOH (10 mL). The reaction mixture was degassed using house vacuum. The flask was saturated with H2 and stirred under H2 balloon for 2 h. When the reaction was completed, the mixture was filtered through a pad of celite and the filtrate was concentrated to afford 0.61 g (97%) of the desired product. The resulting residue was used for the next react... Starting materials: OCC1=CC=C(C=C1)N1CCN(CC1)C(=O)OC(C)(C)C (1-hydroxymethyl-4-(4-(1,1-dimethylethoxycarbonyl)piperazinyl)benzene), OCC1=CC=C(C=C1)N1CCN(CC1)C(=O)OC(C)(C)C (1-Hydroxymethyl-4-(4-(1,1-dimethylethoxycarbonyl)piperazinyl)benzene). The reagents and catalysts are O=[Mn]=O (MnO2). Solvent: C(Cl)(Cl)Cl (CHCl3). Run at time 24 hour. The product is CC(C)(OC(=O)N1CCN(CC1)C1=CC=C(C=O)C=C1)C (4-(4-(1,1-Dimethylethoxycarbonyl)piperazinyl)benzaldehyde). Yield: 99.0%. RXN SMILES: [OH:1][CH2:2][C:3]1[CH:8]=[CH:7][C:6]([N:9]2[CH2:14][CH2:13][N:12]([C:15]([O:17][C:18]([CH3:21])([CH3:20])[CH3:19])=[O:16])[CH2:11][CH2:10]2)=[CH:5][CH:4]=1>O=[Mn]=O.C(Cl)(Cl)Cl>[CH3:20][C:18]([CH3:21])([O:17][C:15]([N:12]1[CH2:11][CH2:10][N:9]([C:6]2[CH:5]=[CH:4][C:3]([CH:2]=[O:1])=[CH:8][CH:7]=2)[CH2:14][CH2:13]1)=[O:16])[CH3:19]. Reported procedure: To a 50 mL round bottomed flask with a stirring bar and an argon inlet was added 1-hydroxymethyl-4-(4-(1,1-dimethylethoxycarbonyl)piperazinyl)benzene, 35-1 (2.15 g, 7.35 mmol), CHCl3 (100 mL), and MnO2 (12.0 g, 138 mmol). This mixture was stirred at ambient temperature for 24 h. The salts were removed by filtration and the solvent was removed in vacuo. The residue was chromatographed on 90 g of silica gel using 30/70 EtOAc-hexane as eluant. There was obtained 4-(4-(1,1-dimethylethoxycarbonyl)pip... The reactants are N1C=CC=2C1=NC(=CC2)N (1H-Pyrrolo[2,3-b]pyridin-6-ylamine), C1(C=2C(C(=O)O1)=CC=CC2)=O (phthalic anhydride), C(C)(=O)[O-].[Na+] (sodium acetate), Ice water, C([O-])(O)=O.[Na+] (sodium bicarbonate). Reaction conditions: temperature 120 celsius, time 3 hour. Procedure details: 1H-Pyrrolo[2,3-b]pyridin-6-ylamine (0.12 g, 0.9 mmol) was suspended in acetic acid (1.5 mL), then phthalic anhydride (133 mg, 0.9 mmol) and sodium acetate (118 mg, 1.44 mmol) were added and the mixture heated to 120° C. After 3 h, the mixture was concentrated in vacuo, the residue obtained dissolved in ethyl acetate, and then cooled to 0° C. Ice-water and sodium bicarbonate solution were added then the aqueous layer was extracted with ethyl acetate. The aqueous layer was adjusted to pH 6 with 1M... The product is N1C=CC=2C1=NC(=CC2)N2C(C1=CC=CC=C1C2=O)=O (2-(1H-pyrrolo[2,3-b]pyridin-6-yl)-isoindole-1,3-dione). Yield: 75.6%. The solvent is C(C)(=O)OCC (ethyl acetate), C(C)(=O)O (acetic acid). RXN SMILES: [NH:1]1[C:5]2=[N:6][C:7]([NH2:10])=[CH:8][CH:9]=[C:4]2[CH:3]=[CH:2]1.[C:11]1(=O)[O:16][C:14](=[O:15])[C:13]2=[CH:17][CH:18]=[CH:19][CH:20]=[C:12]12.C([O-])(=O)C.[Na+].C(=O)(O)[O-].[Na+]>C(O)(=O)C.C(OCC)(=O)C>[NH:1]1[C:5]2=[N:6][C:7]([N:10]3[C:14](=[O:15])[C:13]4[C:12](=[CH:20][CH:19]=[CH:18][CH:17]=4)[C:11]3=[O:16])=[CH:8][CH:9]=[C:4]2[CH:3]=[CH:2]1 |f:2.3,4.5|. The reactants are Oc1ccc(OCc2ccccc2)cc1, CN(C)C=O, CN(C(=O)OC(C)(C)C)c1cc(Cl)ccc1[N+](=O)[O-], [H-], [Na+]. The product is CN(C(=O)OC(C)(C)C)c1cc(Oc2ccc(OCc3ccccc3)cc2)ccc1[N+](=O)[O-]. RXN SMILES: [CH2:1]([c:2]1[cH:3][cH:4][cH:5][cH:6][cH:7]1)[O:8][c:9]1[cH:10][cH:11][c:12]([OH:15])[cH:13][cH:14]1.[CH3:37][N:38]([CH3:39])[CH:40]=[O:41].[Cl:16][c:17]1[cH:18][cH:19][c:20]([N+:32](=[O:33])[O-:34])[c:21]([N:23]([C:24]([O:25][C:26]([CH3:27])([CH3:28])[CH3:29])=[O:30])[CH3:31])[cH:22]1.[H-:35].[Na+:36]>>[CH2:1]([c:2]1[cH:3][cH:4][cH:5][cH:6][cH:7]1)[O:8][c:9]1[cH:10][cH:11][c:12]([O:15][c:17]2[cH:18][cH:19][c:20]([N+:32](=[O:33])[O-:34])[c:21]([N:23]([C:24]([O:25][C:26]([CH3:27])([CH3:28])[CH3:29])=[O:30])[CH3:31])[cH:22]2)[cH:13][cH:14]1. Reactants: compound 7, CC=1SC2=C(N1)C=C(C=C2)OCC2OC2 (2-methyl-5-(oxiran-2-ylmethoxy)benzothiazole), compound 6, CC1=C(C(=CC=C1)C)NC(CN1C(CNCC1)=O)=O (N-(2,6-dimethylphenyl)-2-(2-oxopiperazinyl)-acetamide), CC1=C(C(=CC=C1)C)NC(CN1CCNCC1)=O (N-(2,6-dimethylphenyl)-piperazin-1-yl-acetamide), compound 7. Product: CC1=C(C(=CC=C1)C)NC(CN1C(CN(CC1)CC(COC=1C=CC2=C(N=C(S2)C)C1)O)=O)=O (N-(2,6-dimethylphenyl)-2-{4-[2-hydroxy-3-(2-methyl-benzothiazol-5-yloxy)-propyl]-2-oxo-piperazin-1-yl}acetamide). Reaction SMILES: [CH3:1][C:2]1[S:3][C:4]2[CH:10]=[CH:9][C:8]([O:11][CH2:12][CH:13]3[CH2:15][O:14]3)=[CH:7][C:5]=2[N:6]=1.[CH3:16][C:17]1[CH:22]=[CH:21][CH:20]=[C:19]([CH3:23])[C:18]=1[NH:24][C:25](=[O:34])[CH2:26][N:27]1[CH2:32][CH2:31][NH:30][CH2:29][C:28]1=[O:33].CC1C=CC=C(C)C=1NC(=O)CN1CCNCC1>>[CH3:23][C:19]1[CH:20]=[CH:21][CH:22]=[C:17]([CH3:16])[C:18]=1[NH:24][C:25](=[O:34])[CH2:26][N:27]1[CH2:32][CH2:31][N:30]([CH2:15][CH:13]([OH:14])[CH2:12][O:11][C:8]2[CH:9]=[CH:10][C:4]3[S:3][C:2]([CH3:1])=[N:6][C:5]=3[CH:7]=2)[CH2:29][C:28]1=[O:33]. Procedure details: Compound 64 was prepared in the manner of compound 7 substituting compound 33 for compound 6 and compound 32 for compound 5 in part D of compound 7: Mass Spectrum (MH+)=483.3. Reactants: CCOC(=O)N1C2CCC1CC(OS(C)(=O)=O)C2, CCOC(C)=O, [N-]=[N+]=[N-], [Na+], CN(C)C=O. Yields the product CCOC(=O)N1C2CCC1CC(N=[N+]=[N-])C2. RXN SMILES: [CH2:1]([CH3:2])[O:3][C:4](=[O:5])[N:6]1[CH:7]2[CH2:8][CH:9]([O:14][S:15]([CH3:16])(=[O:17])=[O:18])[CH2:10][CH:11]1[CH2:12][CH2:13]2.[CH3:28][CH2:29][O:30][C:31](=[O:32])[CH3:33].[N-:20]=[N+:21]=[N-:22].[Na+:19].[O:23]=[CH:24][N:25]([CH3:26])[CH3:27]>>[CH2:1]([CH3:2])[O:3][C:4](=[O:5])[N:6]1[CH:7]2[CH2:8][CH:9]([N:20]=[N+:21]=[N-:22])[CH2:10][CH:11]1[CH2:12][CH2:13]2.